Dataset: the Open Reaction Database (ORD), a public repository of structured organic reaction records. Task: describe an organic reaction: reactants, conditions, products, and yield As a reaction SMILES: O1CCCC1.[H-].[Na+].[C:8]1(=[O:27])[N:12]([C:13]2[C:14]3[CH:21]=[CH:20][NH:19][C:15]=3[N:16]=[CH:17][N:18]=2)[C:11](=[O:22])[C:10]2=[CH:23][CH:24]=[CH:25][CH:26]=[C:9]12.OP([O-])(O)=O.[K+].[C:34]1([CH3:61])[CH:39]=[CH:38][C:37]([C:40]([O:42][C@@H:43]2[C@@H:47]([CH2:48][O:49][C:50]([C:52]3[CH:57]=[CH:56][C:55]([CH3:58])=[CH:54][CH:53]=3)=[O:51])[O:46][C@@H:45]3[O:59][C@:44]23[CH3:60])=[O:41])=[CH:36][CH:35]=1>C(OCC)(=O)C.CN(C)C(=O)C>[C:11]1(=[O:22])[N:12]([C:13]2[C:14]3[CH:21]=[CH:20][N:19]([C@@H:45]4[O:46][C@H:47]([CH2:48][O:49][C:50]([C:52]5[CH:53]=[CH:54][C:55]([CH3:58])=[CH:56][CH:57]=5)=[O:51])[C@@H:43]([O:42][C:40]([C:37]5[CH:38]=[CH:39][C:34]([CH3:61])=[CH:35][CH:36]=5)=[O:41])[C@@:44]4([CH3:60])[OH:59])[C:15]=3[N:16]=[CH:17][N:18]=2)[C:8](=[O:27])[C:9]2=[CH:26][CH:25]=[CH:24][CH:23]=[C:10]12 |f:1.2,4.5|. Reaction conditions: temperature 0 celsius. Reactants: O1CCCC1 (Tetrahydrofuran), [H-].[Na+] (sodium hydride), epoxide, OP(=O)(O)[O-].[K+] (KH2PO4), C1(C=2C(C(N1C=1C3=C(N=CN1)NC=C3)=O)=CC=CC2)=O (4-Phthalimido-7H-pyrrolo[2,3-d]pyrimidine), C1(=CC=C(C=C1)C(=O)O[C@H]1[C@@]2([C@H](O[C@@H]1COC(=O)C1=CC=C(C=C1)C)O2)C)C (1,2-Anhydro-3,5-di-O-(p-toluoyl)-2-C-methyl-α-D-ribofuranose). Yields the product C1(C=2C(C(N1C=1C3=C(N=CN1)N(C=C3)[C@H]3[C@](O)([C@H](OC(=O)C1=CC=C(C=C1)C)[C@H](O3)COC(=O)C3=CC=C(C=C3)C)C)=O)=CC=CC2)=O (4-Phthalimido-7-[3,5-di-O-(p-toluoyl)-2-C-methyl-β-D-ribofuranosyl]-7H-pyrrolo[2,3-d]pyrimidine). Procedure: Tetrahydrofuran (5.4 L), sodium hydride (146 g of 60% dispersion in oil, unwashed), and N,N-dimethylacetamide (4 L) were charged to a 72 L flask and the suspension was cooled to 0° C. 4-Phthalimido-7H-pyrrolo[2,3-d]pyrimidine (3-2) (2.08 kg) was added to the reaction while maintaining the temperature below 25° C. N,N-Dimethylacetamide (1.4 L) was added followed by the solution of the epoxide (2.75 assay kg) in toluene from Step A, and the reaction mixture was heated at 50-90° C. for 9 h. After c... The solvent is CN(C(C)=O)C (N,N-Dimethylacetamide), CN(C(C)=O)C (N,N-dimethylacetamide), C(C)(=O)OCC (ethyl acetate).